The task is: describe an organic reaction: reactants, conditions, products, and yield. This data is from the Open Reaction Database (ORD), a public repository of structured organic reaction records. Reactants: ClC1=C(C=C(C=C1)C(C(=O)O)(CO[N+](=O)[O-])C)[N+](=O)[O-] (2-(4-chloro-3-nitro-phenyl)-3-nitroxy-2-methyl-propionic acid), Cl (hydrochloric acid). The solvent is O1CCOCC1 (dioxane). Product: ClC1=C(C=C(C=C1)C(C(=O)O)(CO)C)[N+](=O)[O-] (2-(4-chloro-3-nitro-phenyl)-2-methyl-3-hydroxy-propionic acid). Reaction SMILES: [Cl:1][C:2]1[CH:7]=[CH:6][C:5]([C:8]([CH3:17])([CH2:12][O:13][N+]([O-])=O)[C:9]([OH:11])=[O:10])=[CH:4][C:3]=1[N+:18]([O-:20])=[O:19].Cl>O1CCOCC1>[Cl:1][C:2]1[CH:7]=[CH:6][C:5]([C:8]([CH3:17])([CH2:12][OH:13])[C:9]([OH:11])=[O:10])=[CH:4][C:3]=1[N+:18]([O-:20])=[O:19]. Procedure: Prepared analogously to Example 1i from 2-(4-chloro-3-nitro-phenyl)-3-nitroxy-2-methyl-propionic acid and 6N hydrochloric acid in dioxane. Starting materials: OC1=CC=C(C(=O)OCC2=CC=CC=C2)C=C1 (benzyl 4-hydroxybenzoate), CC1(OC[C@H](O1)CO)C ((R)-(2,2-dimethyl-1,3-dioxolan-4-yl)methanol), resultant precipitate, C1(=CC=CC=C1)P(C1=CC=CC=C1)C1=CC=CC=C1 (triphenylphosphine), N(=NC(=O)OC(C)C)C(=O)OC(C)C (diisopropyl azodicarboxylate). The solvent is C1CCOC1 (THF), CCOCC (ether), C1CCOC1 (THF), CCCCCCC (heptane). Reaction conditions: temperature 0 celsius, time 15 minute. Yields the product CC1(OC[C@H](O1)COC1=CC=C(C(=O)OCC2=CC=CC=C2)C=C1)C ((R)-benzyl 4-((2,2-dimethyl-1,3-dioxolan-4-yl)methoxy)benzoate). The yield is 100.0%. As a reaction SMILES: C1(P(C2C=CC=CC=2)C2C=CC=CC=2)C=CC=CC=1.N(C(OC(C)C)=O)=NC(OC(C)C)=O.[OH:34][C:35]1[CH:50]=[CH:49][C:38]([C:39]([O:41][CH2:42][C:43]2[CH:48]=[CH:47][CH:46]=[CH:45][CH:44]=2)=[O:40])=[CH:37][CH:36]=1.[CH3:51][C:52]1([CH3:59])[O:56][C@H:55]([CH2:57]O)[CH2:54][O:53]1>C1COCC1.CCOCC.CCCCCCC>[CH3:51][C:52]1([CH3:59])[O:56][C@H:55]([CH2:57][O:34][C:35]2[CH:50]=[CH:49][C:38]([C:39]([O:41][CH2:42][C:43]3[CH:48]=[CH:47][CH:46]=[CH:45][CH:44]=3)=[O:40])=[CH:37][CH:36]=2)[CH2:54][O:53]1. Reported procedure: In a 250 mL round-bottomed flask was added triphenylphosphine (6.54 g, 24.92 mmol) in THF (79 ml) to give a colorless clear solution. The solution was cooled to 0° C. by ice-bath. After stirring for 15 min, diisopropyl azodicarboxylate (5.11 ml, 24.96 mmol) (orange liquid) was added dropwise over 5 min. The reaction mixture turned into off-white suspension in the process. The reaction mixture was stirred at 0° C. for 30 min. Then a colorless solution of benzyl 4-hydroxybenzoate (5.69 g, 24.92 mm... Reactants: CCO, [Ca+2], [Cl-], [Cl-], O=C1Cc2cc([N+](=O)[O-])ccc2Sc2ccccc21, O, [Zn]. The product is Nc1ccc2c(c1)CC(=O)c1ccccc1S2. As a reaction SMILES: [CH3:23][CH2:24][OH:25].[Ca+2:21].[Cl-:20].[Cl-:22].[N+:1]([O-:2])(=[O:3])[c:4]1[cH:5][c:6]2[c:7]([cH:18][cH:19]1)[S:8][c:9]1[c:10]([cH:14][cH:15][cH:16][cH:17]1)[C:11](=[O:13])[CH2:12]2.[OH2:26].[Zn:27]>>[NH2:1][c:4]1[cH:5][c:6]2[c:7]([cH:18][cH:19]1)[S:8][c:9]1[c:10]([cH:14][cH:15][cH:16][cH:17]1)[C:11](=[O:13])[CH2:12]2.